Dataset: the Open Reaction Database (ORD), a public repository of structured organic reaction records. Task: describe an organic reaction: reactants, conditions, products, and yield Yields the product IC1=C(C=C(NC(C(C)C)=O)C=C1)C(F)(F)F (4'-iodo-3'-trifluoromethylisobutyranilide). As a reaction SMILES: N[C:2]1[CH:13]=[CH:12][C:5]([NH:6][C:7](=[O:11])[CH:8]([CH3:10])[CH3:9])=[CH:4][C:3]=1[C:14]([F:17])([F:16])[F:15].S(=O)(=O)(O)O.N([O-])=O.[Na+].[I-:27].[K+]>O.C(O)(=O)C>[I:27][C:2]1[CH:13]=[CH:12][C:5]([NH:6][C:7](=[O:11])[CH:8]([CH3:10])[CH3:9])=[CH:4][C:3]=1[C:14]([F:17])([F:16])[F:15] |f:2.3,4.5|. Procedure details: To a solution of 23.0 g. of 4'-amino-3'-trifluoromethylisobutyranilide in 150 ml. of glacial acetic acid and 100 ml. of water, while maintaining the mixture temperature at 10°-20° C., slowly add 17 ml. of concentrated sulfuric acid, cool the resulting mixture to about 0° C. and slowly add 8.5 g. of sodium nitrite in 15 ml. of water maintaining the temperature of the reaction at about 0° C. for 30 minutes. Add 50 g. of potassium iodide in 150 ml. of water and stir the resulting mixture for 1 hour... The reactants are NC1=C(C=C(NC(C(C)C)=O)C=C1)C(F)(F)F (4'-amino-3'-trifluoromethylisobutyranilide), [I-].[K+] (potassium iodide), S(O)(O)(=O)=O (sulfuric acid), N(=O)[O-].[Na+] (sodium nitrite). Run in O (water), C(C)(=O)O (acetic acid), O (water), O (water). The reactants are CC=1C=C(C=C(C1)B1OC(C(O1)(C)C)(C)C)NC1=NC=CC(=N1)C(F)(F)F (N-[3-methyl-5-(4,4,5,5-tetramethyl-1,3,2-dioxaborolan-2-yl)phenyl]-4-(trifluoromethyl)pyrimidin-2-amine), BrC=1C=C(C=NC1)N (5-bromopyridin-3-amine). The reagents and catalysts are C1=CC=C(C=C1)P([C-]2C=CC=C2)C3=CC=CC=C3.C1=CC=C(C=C1)P([C-]2C=CC=C2)C3=CC=CC=C3.Cl[Pd]Cl.[Fe+2].C(Cl)Cl (Pd(dppf)Cl2 CH2Cl2). Solvent: O1CCOCC1 (1,4-dioxane), C(=O)([O-])[O-].[Na+].[Na+] (Na2CO3). Reaction conditions: temperature 80 celsius. Product: NC=1C=C(C=NC1)C=1C=C(C=C(C1)C)NC1=NC=CC(=N1)C(F)(F)F (N-[3-(5-aminopyridin-3-yl)-5-methylphenyl]-4-(trifluoromethyl)pyrimidin-2-amine). Reaction SMILES: [CH3:1][C:2]1[CH:3]=[C:4]([NH:17][C:18]2[N:23]=[C:22]([C:24]([F:27])([F:26])[F:25])[CH:21]=[CH:20][N:19]=2)[CH:5]=[C:6](B2OC(C)(C)C(C)(C)O2)[CH:7]=1.Br[C:29]1[CH:30]=[C:31]([NH2:35])[CH:32]=[N:33][CH:34]=1>O1CCOCC1.C([O-])([O-])=O.[Na+].[Na+].C1C=CC(P(C2C=CC=CC=2)[C-]2C=CC=C2)=CC=1.C1C=CC(P(C2C=CC=CC=2)[C-]2C=CC=C2)=CC=1.Cl[Pd]Cl.[Fe+2].C(Cl)Cl>[NH2:35][C:31]1[CH:30]=[C:29]([C:6]2[CH:5]=[C:4]([NH:17][C:18]3[N:23]=[C:22]([C:24]([F:25])([F:26])[F:27])[CH:21]=[CH:20][N:19]=3)[CH:3]=[C:2]([CH3:1])[CH:7]=2)[CH:34]=[N:33][CH:32]=1 |f:3.4.5,6.7.8.9.10|. Procedure: A mixture of N-[3-methyl-5-(4,4,5,5-tetramethyl-1,3,2-dioxaborolan-2-yl)phenyl]-4-(trifluoromethyl)pyrimidin-2-amine (4.00 g, 10.6 mmol), 5-bromopyridin-3-amine (2.01 g, 11.6 mmol), Pd(dppf)Cl2—CH2Cl2 (0.431 g, 0.527 mmol) in 1,4-dioxane (52.7 mL, 0.2 M) and Na2CO3 (10.6 mL, 2 M) was purged with argon and heated to 80° C. for 4 hours. The reaction mixture was filtered through a CELITE plug and washed with dichloromethane. The eluent was diluted with water and extracted with dichloromethane (3×).... Reactants: ClC=1C=C2C(=NC1)N(C=C2B2OC(C(O2)(C)C)(C)C)S(=O)(=O)C2=CC=C(C=C2)C (5-chloro-1-(p-tolylsulfonyl)-3-(4,4,5,5-tetramethyl-1,3,2-dioxaborolan-2-yl)pyrrolo[2,3-b]pyridine), ClC1=NC=C(C(=N1)N[C@@H]1CN(CCC1)C(=O)OC(C)(C)C)F (tert-butyl (3S)-3-[(2-chloro-5-fluoro-pyrimidin-4-yl)amino]piperidine-1-carboxylate), ClC1=NC=C(C(=N1)N[C@@H]1CN(CCC1)C(=O)OC(C)(C)C)F (tert-butyl (3S)-3-[(2-chloro-5-fluoro-pyrimidin-4-yl)amino]piperidine-1-carboxylate), C(=O)([O-])[O-].[K+].[K+] (K2CO3), tetrakis triphenylphosphine palladium(0). Run in CCOC(=O)C.O (EtOAc H2O), COCCOC (DME), O (H2O). Reaction conditions: temperature 90 celsius. Product: ClC=1C=C2C(=NC1)N(C=C2C2=NC=C(C(=N2)N[C@@H]2CN(CCC2)C(=O)OC(C)(C)C)F)S(=O)(=O)C2=CC=C(C=C2)C (tert-butyl (3S)-3-[[2-[5-chloro-1-(p-tolylsulfonyl)pyrrolo[5,4-b]pyridin-3-yl]-5-fluoro-pyrimidin-4-yl]amino]piperidine-1-carboxylate). As a reaction SMILES: [Cl:1][C:2]1[CH:3]=[C:4]2[C:10](B3OC(C)(C)C(C)(C)O3)=[CH:9][N:8]([S:20]([C:23]3[CH:28]=[CH:27][C:26]([CH3:29])=[CH:25][CH:24]=3)(=[O:22])=[O:21])[C:5]2=[N:6][CH:7]=1.Cl[C:31]1[N:36]=[C:35]([NH:37][C@H:38]2[CH2:43][CH2:42][CH2:41][N:40]([C:44]([O:46][C:47]([CH3:50])([CH3:49])[CH3:48])=[O:45])[CH2:39]2)[C:34]([F:51])=[CH:33][N:32]=1.C([O-])([O-])=O.[K+].[K+]>COCCOC.O.CCOC(C)=O.O>[Cl:1][C:2]1[CH:3]=[C:4]2[C:10]([C:31]3[N:36]=[C:35]([NH:37][C@H:38]4[CH2:43][CH2:42][CH2:41][N:40]([C:44]([O:46][C:47]([CH3:49])([CH3:48])[CH3:50])=[O:45])[CH2:39]4)[C:34]([F:51])=[CH:33][N:32]=3)=[CH:9][N:8]([S:20]([C:23]3[CH:24]=[CH:25][C:26]([CH3:29])=[CH:27][CH:28]=3)(=[O:22])=[O:21])[C:5]2=[N:6][CH:7]=1 |f:2.3.4,7.8|. Reported procedure: To a solution of 5-chloro-1-(p-tolylsulfonyl)-3-(4,4,5,5-tetramethyl-1,3,2-dioxaborolan-2-yl)pyrrolo[2,3-b]pyridine (1.8 g, 4.2 mmol) and tert-butyl (3S)-3-[(2-chloro-5-fluoro-pyrimidin-4-yl)amino]piperidine-1-carboxylate, 5a, (1.2 g, 3.7 mmol) in DME (15 mL) and H2O (5 mL) was added K2CO3 (1.7 g, 12.1 mmol). The mixture was purged with nitrogen for 15 min. To the mixture was added tetrakis triphenylphosphine palladium(0) (0.2 g, 0.2 mmol) and the reaction mixture was heated at 90° C. for 3 days... Starting materials: O=C([O-])O, CCOC(=O)CO, COC(=O)Nc1nc2ccccc2[nH]1, CC(C)=O, O=C(O)Cl, [Na+]. Product: COC(=O)Nc1nc2ccccc2n1C(=O)O, CCOC(=O)CO. Reaction SMILES: [C:26](=[O:27])([OH:28])[O-:29].[C:5]([CH2:6][OH:7])(=[O:8])[O:9][CH2:10][CH3:11].[CH3:12][O:13][C:14](=[O:15])[NH:16][c:17]1[nH:18][c:19]2[c:20]([n:21]1)[cH:22][cH:23][cH:24][cH:25]2.[CH3:31][C:32](=[O:33])[CH3:34].[Cl:1][C:2](=[O:3])[OH:4].[Na+:30]>>[C:2](=[O:3])([OH:4])[n:18]1[c:17]([NH:16][C:14]([O:13][CH3:12])=[O:15])[n:21][c:20]2[c:19]1[cH:25][cH:24][cH:23][cH:22]2.[C:5]([CH2:6][OH:7])(=[O:8])[O:9][CH2:10][CH3:11]. The reactants are CC(C)(C)C(O)C(Oc1ccc(Br)cc1)n1cncn1, C=CCBr, [H-], [Na+], [Na], C1COCCO1. The product is C=CCOC(C(Oc1ccc(Br)cc1)n1cncn1)C(C)(C)C. As a reaction SMILES: [Br:1][c:2]1[cH:3][cH:4][c:5]([O:6][CH:7]([CH:8]([C:9]([CH3:10])([CH3:11])[CH3:12])[OH:13])[n:14]2[n:15][cH:16][n:17][cH:18]2)[cH:19][cH:20]1.[CH2:23]([CH:24]=[CH2:25])[Br:26].[H-:21].[Na+:22].[Na:27].[O:28]1[CH2:29][CH2:30][O:31][CH2:32][CH2:33]1>>[Br:1][c:2]1[cH:3][cH:4][c:5]([O:6][CH:7]([CH:8]([C:9]([CH3:10])([CH3:11])[CH3:12])[O:13][CH2:25][CH:24]=[CH2:23])[n:14]2[n:15][cH:16][n:17][cH:18]2)[cH:19][cH:20]1. Starting materials: [BH3-]C#N, CO, O=C(NOCCO)c1cc(C=NOCCO)c(F)c(F)c1Nc1ccc(I)cc1F, [Na+], O, O=C(O)C(F)(F)F. Product: O=C(NOCCO)c1cc(CNOCCO)c(F)c(F)c1Nc1ccc(I)cc1F. Reaction SMILES: [C:38]([BH3-:39])#[N:40].[CH3:43][OH:44].[F:1][c:2]1[c:3]([NH:22][c:23]2[c:24]([F:30])[cH:25][c:26]([I:29])[cH:27][cH:28]2)[c:4]([C:5](=[O:6])[NH:7][O:8][CH2:9][CH2:10][OH:11])[cH:12][c:13]([CH:16]=[N:17][O:18][CH2:19][CH2:20][OH:21])[c:14]1[F:15].[Na+:41].[OH2:42].[OH:31][C:32]([C:33]([F:34])([F:35])[F:36])=[O:37]>>[F:1][c:2]1[c:3]([NH:22][c:23]2[c:24]([F:30])[cH:25][c:26]([I:29])[cH:27][cH:28]2)[c:4]([C:5](=[O:6])[NH:7][O:8][CH2:9][CH2:10][OH:11])[cH:12][c:13]([CH2:16][NH:17][O:18][CH2:19][CH2:20][OH:21])[c:14]1[F:15]. Reactants: COC([C@H](C(C)C)NS(=O)(=O)C1=CC=C(C=C1)C1=CC=C(C=C1)NC(=O)C=1OC2=C(C1C)C(=CC=C2)C2=CC(=CC=C2)[N+](=O)[O-])=O ((S)-3-methyl-2-(4′-{[3-methyl-4-(3-nitro-phenyl)-benzofuran-2-carbonyl]-amino}-biphenyl-4-sulfonylamino)-butyric acid methyl ester), [Li+].[OH-] (LiOH). Run in C1CCOC1 (THF). Reaction conditions: time 4 day. Product: CC([C@@H](C(=O)O)NS(=O)(=O)C1=CC=C(C=C1)C1=CC=C(C=C1)NC(=O)C=1OC2=C(C1C)C(=CC=C2)C2=CC(=CC=C2)[N+](=O)[O-])C ((S)-3-methyl-2-(4′-{[3-methyl-4-(3-nitro-phenyl)-benzofuran-2-carbonyl]-amino}-biphenyl-4-sulfonylamino)-butyric acid). Isolated yield 72.3%. As a reaction SMILES: C[O:2][C:3](=[O:46])[C@@H:4]([NH:8][S:9]([C:12]1[CH:17]=[CH:16][C:15]([C:18]2[CH:23]=[CH:22][C:21]([NH:24][C:25]([C:27]3[O:28][C:29]4[CH:36]=[CH:35][CH:34]=[C:33]([C:37]5[CH:42]=[CH:41][CH:40]=[C:39]([N+:43]([O-:45])=[O:44])[CH:38]=5)[C:30]=4[C:31]=3[CH3:32])=[O:26])=[CH:20][CH:19]=2)=[CH:14][CH:13]=1)(=[O:11])=[O:10])[CH:5]([CH3:7])[CH3:6].[Li+].[OH-]>C1COCC1>[CH3:6][CH:5]([CH3:7])[C@H:4]([NH:8][S:9]([C:12]1[CH:17]=[CH:16][C:15]([C:18]2[CH:19]=[CH:20][C:21]([NH:24][C:25]([C:27]3[O:28][C:29]4[CH:36]=[CH:35][CH:34]=[C:33]([C:37]5[CH:42]=[CH:41][CH:40]=[C:39]([N+:43]([O-:45])=[O:44])[CH:38]=5)[C:30]=4[C:31]=3[CH3:32])=[O:26])=[CH:22][CH:23]=2)=[CH:14][CH:13]=1)(=[O:11])=[O:10])[C:3]([OH:46])=[O:2] |f:1.2|. Reported procedure: To 41 mg of (S)-3-methyl-2-(4′-{[3-methyl-4-(3-nitro-phenyl)-benzofuran-2-carbonyl]-amino}-biphenyl-4-sulfonylamino)-butyric acid methyl ester dissolved in 0.5 mL of THF was added 2 mL of LiOH solution (3.6 g LiOH/50 mL MeOH/50 mL H2O). The mixture was stirred at room temperature for 4 days. The solvents were removed under vacuum and the residue was dissolved in 5 mL of water. The solution was acidified and the resulting suspension was filtered. The solid product was dried under vacuum to give 2...